Dataset: the Open Reaction Database (ORD), a public repository of structured organic reaction records. Task: describe an organic reaction: reactants, conditions, products, and yield The reactants are NCC(=O)O (glycine), [OH-].[Na+] (sodium hydroxide), ClC=1C=C(C=CC1)NC(SC)=NC#N (N-(3-chlorophenyl)-N'-cyano-S-methylisothiourea). The solvent is O (water), C(C)O (ethanol). The product is C(#N)N=C(NCC(=O)O)NC1=CC(=CC=C1)Cl (N-[cyanoimino(3-clorophenylamino)methyl]-2-aminoethanoic acid). The yield is 89.6%. Reaction SMILES: [NH2:1][CH2:2][C:3]([OH:5])=[O:4].[OH-].[Na+].[Cl:8][C:9]1[CH:10]=[C:11]([NH:15][C:16](=[N:19][C:20]#[N:21])SC)[CH:12]=[CH:13][CH:14]=1>O.C(O)C>[C:20]([N:19]=[C:16]([NH:15][C:11]1[CH:12]=[CH:13][CH:14]=[C:9]([Cl:8])[CH:10]=1)[NH:1][CH2:2][C:3]([OH:5])=[O:4])#[N:21] |f:1.2|. Procedure: Three grams (39.9 mmol) of glycine and 1.5 g (37.2 mmol) of sodium hydroxide are mixed in 10 cm3 of water and added to 6 g (26.5 mmol) of N-(3-chlorophenyl)-N'-cyano-S-methylisothiourea in solution in 40 cm3 of 95% ethanol. The mixture is reflux heated for 1 hour. After cooling, the resulting precipitate is filtered and then washed with 2×50 cm3 of ethyl ether. The resulting solid is dissolved in 50 cm3 of 1N sodium hydroxide solution. This solution is washed with 3×10 cm3 of dichloromethane and... Starting materials: BrC1=CN=C2N1N=C(C=C2)NCCCC (3-bromo-6-(butylamino)imidazo[1,2-b]pyridazine), N1N=CC(=C1)B(O)O ((1H-pyrazol-4-yl)boronic acid), C([O-])([O-])=O.[K+].[K+] (potassium carbonate). The reagents and catalysts are Cl[Pd]([P](C1=CC=CC=C1)(C2=CC=CC=C2)C3=CC=CC=C3)([P](C4=CC=CC=C4)(C5=CC=CC=C5)C6=CC=CC=C6)Cl (PdCl2(PPh3)2). The solvent is CC#N (CH3CN), O (water). Run at temperature 140 celsius. Product: C(C)(=O)O.C(CCC)NC=1C=CC=2N(N1)C(=CN2)C2=NNC=C2 (N-butyl-3-(1H-pyrazol-3-yl)imidazo[1,2-b]pyridazin-6-amine acetate salt). Yield: 2.8%. Reaction SMILES: Br[C:2]1[N:6]2[N:7]=[C:8]([NH:11][CH2:12][CH2:13][CH2:14][CH3:15])[CH:9]=[CH:10][C:5]2=[N:4][CH:3]=1.[NH:16]1[CH:20]=[C:19](B(O)O)[CH:18]=[N:17]1.[C:24](=[O:27])([O-])[O-:25].[K+].[K+]>CC#N.O.Cl[Pd](Cl)([P](C1C=CC=CC=1)(C1C=CC=CC=1)C1C=CC=CC=1)[P](C1C=CC=CC=1)(C1C=CC=CC=1)C1C=CC=CC=1>[C:24]([OH:25])(=[O:27])[CH3:2].[CH2:12]([NH:11][C:8]1[CH:9]=[CH:10][C:5]2[N:6]([C:2]([C:20]3[CH:19]=[CH:18][NH:17][N:16]=3)=[CH:3][N:4]=2)[N:7]=1)[CH2:13][CH2:14][CH3:15] |f:2.3.4,8.9,^1:36,55|. Procedure details: A mixture of 3-bromo-6-(butylamino)imidazo[1,2-b]pyridazine (100 mg, 0.38 mmol), (1H-pyrazol-4-yl)boronic acid (45 mg, 0.38 mmol), PdCl2(PPh3)2 (10 mg, 0.014 mmol) and potassium carbonate (98 mg, 0.71 mmol) was dissolved in CH3CN (3 mL) and water (1.5 mL). The reaction was heated at 140° C. for 30 min in the microwave. The catalyst was filtered off celite, then the filtrate was concentrated and purified by Prep HPLC (neutral) to give N-butyl-3-(1H-pyrazol-3-yl)imidazo[1,2-b]pyridazin-6-amine ace... Procedure: A solution of 2-allyl-3-(2-ethylphenyl)-3-oxopropionate (7.3 g.) in dry tetrahydrofuran (THF) (40 ml.) was added during 10 minutes to a stirred suspension of lithium borohydride (1.32 g.) in dry THF (40 ml.) at 0° C. under a nitrogen atmosphere. The mixture was then stirred at room temperature for 18 hours, cooled to 0°-5° C. and water (40 ml.) added. The aqueous mixture was acidified to pH 2 (concentrated hydrochloric acid) and extracted with ethyl acetate (3×120 ml.). The combined extracts wer... As a reaction SMILES: [CH2:1]([CH:4]([C:8]([C:10]1[CH:15]=[CH:14][CH:13]=[CH:12][C:11]=1[CH2:16][CH3:17])=[O:9])[C:5]([O-])=[O:6])[CH:2]=[CH2:3].[BH4-].[Li+].O.Cl>O1CCCC1>[CH2:1]([CH:4]([CH2:5][OH:6])[CH:8]([C:10]1[CH:15]=[CH:14][CH:13]=[CH:12][C:11]=1[CH2:16][CH3:17])[OH:9])[CH:2]=[CH2:3] |f:1.2|. The solvent is O1CCCC1 (tetrahydrofuran), O1CCCC1 (THF). Conditions: time 18 hour. Product: C(C=C)C(C(O)C1=C(C=CC=C1)CC)CO (2-allyl-1-(2-ethylphenyl)propane-1,3-diol). The reactants are C(C=C)C(C(=O)[O-])C(=O)C1=C(C=CC=C1)CC (2-allyl-3-(2-ethylphenyl)-3-oxopropionate), [BH4-].[Li+] (lithium borohydride), Cl (hydrochloric acid), O (water). The reactants are C1CCOC1, CCOC(C)=O, CC(C)[Si](OC1CCN(N2CCC(Cc3ccc(-c4ccc(C(=O)N5CCC(C(F)(F)F)CC5)c(Cl)c4)cc3)C2=O)CC1)(C(C)C)C(C)C, O=C(O)C(F)(F)F, O. Yields the product O=C(c1ccc(-c2ccc(CC3CCN(N4CCC(O)CC4)C3=O)cc2)cc1Cl)N1CCC(C(F)(F)F)CC1. RXN SMILES: [CH2:50]1[O:51][CH2:52][CH2:53][CH2:54]1.[CH3:63][CH2:64][O:65][C:66](=[O:67])[CH3:68].[Cl:1][c:2]1[cH:3][c:4](-[c:20]2[cH:21][cH:22][c:23]([CH2:26][CH:27]3[C:28](=[O:49])[N:29]([N:32]4[CH2:33][CH2:34][CH:35]([O:38][Si:39]([CH:40]([CH3:41])[CH3:42])([CH:43]([CH3:44])[CH3:45])[CH:46]([CH3:47])[CH3:48])[CH2:36][CH2:37]4)[CH2:30][CH2:31]3)[cH:24][cH:25]2)[cH:5][cH:6][c:7]1[C:8](=[O:9])[N:10]1[CH2:11][CH2:12][CH:13]([C:16]([F:17])([F:18])[F:19])[CH2:14][CH2:15]1.[F:56][C:57]([F:58])([F:59])[C:60]([OH:61])=[O:62].[OH2:55]>>[Cl:1][c:2]1[cH:3][c:4](-[c:20]2[cH:21][cH:22][c:23]([CH2:26][CH:27]3[C:28](=[O:49])[N:29]([N:32]4[CH2:33][CH2:34][CH:35]([OH:38])[CH2:36][CH2:37]4)[CH2:30][CH2:31]3)[cH:24][cH:25]2)[cH:5][cH:6][c:7]1[C:8](=[O:9])[N:10]1[CH2:11][CH2:12][CH:13]([C:16]([F:17])([F:18])[F:19])[CH2:14][CH2:15]1. Starting materials: COC(C1=CC(=CC=C1)N1C(N(CC1=O)C1=CC=C(C=C1)C(C)C)=O)=O (methyl-3-[3-(4-isopropylphenyl)-2,5-dioxo-imidazolidin-1-yl]-benzoate), [I-].[Li+] (lithium iodide). Run in N1=CC=CC=C1 (pyridine). The product is C(C)(C)C1=CC=C(C=C1)N1C(N(C(C1)=O)C=1C=C(C(=O)O)C=CC1)=O (3-[3-(4-isopropylphenyl)-2,5-dioxo-imidazolidin-1-yl]-benzoic acid). RXN SMILES: C[O:2][C:3](=[O:26])[C:4]1[CH:9]=[CH:8][CH:7]=[C:6]([N:10]2[C:14](=[O:15])[CH2:13][N:12]([C:16]3[CH:21]=[CH:20][C:19]([CH:22]([CH3:24])[CH3:23])=[CH:18][CH:17]=3)[C:11]2=[O:25])[CH:5]=1.[I-].[Li+]>N1C=CC=CC=1>[CH:22]([C:19]1[CH:18]=[CH:17][C:16]([N:12]2[CH2:13][C:14](=[O:15])[N:10]([C:6]3[CH:5]=[C:4]([CH:9]=[CH:8][CH:7]=3)[C:3]([OH:26])=[O:2])[C:11]2=[O:25])=[CH:21][CH:20]=1)([CH3:24])[CH3:23] |f:1.2|. Procedure details: A solution of methyl-3-[3-(4-isopropylphenyl)-2,5-dioxo-imidazolidin-1-yl]-benzoate (0.69 g, 1.96 mmol) and lithium iodide (2.62 g) in pyridine (10 mL) was heated to reflux for 40 h. The solution was cooled and evaporated, and the residue was partitioned between ethyl acetate and 1 N aqueous HCl. The organic layer was washed with water and brine, then dried over magnesium sulfate, filtered and evaporated. The residual material was separated by column chromatography (silica gel, 50:50 ethyl aceta... Reactants: CC(C)(C)OC(=O)NC1CC=CCN(OCc2ccccc2)C1=O, ClCCl, O=C(O)C(F)(F)F. Yields the product NC1CC=CCN(OCc2ccccc2)C1=O. Reaction SMILES: [C:1]([O:2][C:3](=[O:4])[NH:7][CH:8]1[C:9](=[O:23])[N:10]([O:15][CH2:16][c:17]2[cH:18][cH:19][cH:20][cH:21][cH:22]2)[CH2:11][CH:12]=[CH:13][CH2:14]1)([CH3:5])([CH3:6])[CH3:24].[Cl:32][CH2:33][Cl:34].[OH:25][C:26]([C:27]([F:28])([F:29])[F:30])=[O:31]>>[NH2:7][CH:8]1[C:9](=[O:23])[N:10]([O:15][CH2:16][c:17]2[cH:18][cH:19][cH:20][cH:21][cH:22]2)[CH2:11][CH:12]=[CH:13][CH2:14]1. Reactants: CSC1=NC=C(C(=N1)C1=C(C=C(C=C1)Cl)Cl)C1=CC=C(C=C1)Cl (2-Methylthio-5-(4-chlorophenyl)-4-(2,4-dichlorophenyl)pyrimidine), CC(C1=CC=C(C=C1)F)O (α-methyl-4-fluorobenzyl alcohol). Yields the product CC(C1=CC=C(C=C1)F)OC1=NC=C(C(=N1)C1=C(C=C(C=C1)Cl)Cl)C1=CC=C(C=C1)Cl (2-(α-methyl-4-fluorobenzyloxy)-4-(2,4-dichlorophenyl)-5-(4-chlorophenyl)pyrimidine). Reaction SMILES: CS[C:3]1[N:8]=[C:7]([C:9]2[CH:14]=[CH:13][C:12]([Cl:15])=[CH:11][C:10]=2[Cl:16])[C:6]([C:17]2[CH:22]=[CH:21][C:20]([Cl:23])=[CH:19][CH:18]=2)=[CH:5][N:4]=1.[CH3:24][CH:25]([OH:33])[C:26]1[CH:31]=[CH:30][C:29]([F:32])=[CH:28][CH:27]=1>>[CH3:24][CH:25]([O:33][C:3]1[N:8]=[C:7]([C:9]2[CH:14]=[CH:13][C:12]([Cl:15])=[CH:11][C:10]=2[Cl:16])[C:6]([C:17]2[CH:22]=[CH:21][C:20]([Cl:23])=[CH:19][CH:18]=2)=[CH:5][N:4]=1)[C:26]1[CH:31]=[CH:30][C:29]([F:32])=[CH:28][CH:27]=1. Reported procedure: 2-Methylthio-5-(4-chlorophenyl)-4-(2,4-dichlorophenyl)pyrimidine from Reference Example 3 was reacted with α-methyl-4-fluorobenzyl alcohol according to the procedure described in Example 59 to afford 2-(α-methyl-4-fluorobenzyloxy)-4-(2,4-dichlorophenyl)-5-(4-chlorophenyl)pyrimidine (HRf): HPLC/MS: m/e=473 (M++1); Rt=4.80 min; 1H-NMR 400 MHz (CDCl3): δ 1.76 (d, J=9 Hz, 3H), 6.22-6.30 (dd, J=6 Hz, J=9 Hz, 1H), 6.90-7.05 (m, 4H), 7.15-7.18 (d, J=9 Hz, 2H), 7.21-7.23 (m, 3H), 7.38 (d, 1H), 7.45-7.52...